This data is from the Open Reaction Database (ORD), a public repository of structured organic reaction records. The task is: describe an organic reaction: reactants, conditions, products, and yield Reactants: C(C1=CC=CC=C1)=O (Benzaldehyde), NCC1CCNCC1 (4-aminomethylpiperidine). The solvent is C1(=CC=CC=C1)C (toluene). Reaction conditions: time 3 hour. Yields the product N1CCC(CC1)CN=CC1=CC=CC=C1 (N-hexahydro-4-pyridinylmethyl-N-phenylmethylidene-amine). Reaction SMILES: [CH:1](=O)[C:2]1[CH:7]=[CH:6][CH:5]=[CH:4][CH:3]=1.[NH2:9][CH2:10][CH:11]1[CH2:16][CH2:15][NH:14][CH2:13][CH2:12]1>C1(C)C=CC=CC=1>[NH:14]1[CH2:15][CH2:16][CH:11]([CH2:10][N:9]=[CH:1][C:2]2[CH:7]=[CH:6][CH:5]=[CH:4][CH:3]=2)[CH2:12][CH2:13]1. Procedure: Benzaldehyde (4.6 g; 0.044 mol) was added dropwise to a solution of 4-aminomethylpiperidine (5.0 g; 0.044 mol) in toluene (20 ml). The solution thus obtained was stirred for 3 h at room temperature. Then the solvent was removed by evaporation at reduced pressure and the residue was taken up twice with toluene to give the desired product that was used as such without further purification. Starting materials: IC=1C=C(C=CC1)CC(=O)OCC (Ethyl 3-iodophenylacetate), ClC1=C(C=CC(=C1)C(F)(F)F)B(O)O (2-chloro-4-(trifluoromethyl)phenyl boronic acid), C([O-])([O-])=O.[Na+].[Na+] (sodium carbonate), O1CCOCC1 (dioxane), dichloro-bis(triphenylphosphine)palladium(II). The solvent is O (water). Product: ClC1=C(C=CC(=C1)C(F)(F)F)C1=CC(=CC=C1)CC(=O)OCC (ethyl 2′-chloro-4′-(trifluoromethyl)[1,1′-biphenyl]-3-acetate). Yield: 49.6%. RXN SMILES: I[C:2]1[CH:3]=[C:4]([CH2:8][C:9]([O:11][CH2:12][CH3:13])=[O:10])[CH:5]=[CH:6][CH:7]=1.[Cl:14][C:15]1[CH:20]=[C:19]([C:21]([F:24])([F:23])[F:22])[CH:18]=[CH:17][C:16]=1B(O)O.C(=O)([O-])[O-].[Na+].[Na+].O1CCOCC1>O>[Cl:14][C:15]1[CH:20]=[C:19]([C:21]([F:22])([F:23])[F:24])[CH:18]=[CH:17][C:16]=1[C:2]1[CH:7]=[CH:6][CH:5]=[C:4]([CH2:8][C:9]([O:11][CH2:12][CH3:13])=[O:10])[CH:3]=1 |f:2.3.4|. Procedure details: Ethyl 3-iodophenylacetate (2.90 g), 2-chloro-4-(trifluoromethyl)phenyl boronic acid (3.3 g), 2M aqueous sodium carbonate solution (5 mL), dioxane (10 mL) and dichloro-bis(triphenylphosphine)palladium(II) (350 mg) were heated at 80° C. for 30 min with stirring. The reaction mixture was then cooled, poured into water, extracted with ethyl acetate, and the organic layer was separated and concentrated under vacuum in the presence of Celite® to a solid residue. This solid residue was purifed by mediu... Run in O (Water). The reactants are O1CCCC1 (tetrahydrofuran), [H-].[Al+3].[Li+].[H-].[H-].[H-] (lithium aluminum hydride), O1CCCC1 (tetrahydrofuran), C(C)OC(C([C@H](CC)NC(=O)OCC1=CC=CC=C1)O)=O ((3S)-3-benzyloxycarbonylamino-2-hydroxy-4-methylbutyric acid ethyl ester), C(C1=CC=CC=C1)N (benzylamine). As a reaction SMILES: [H-].[Al+3].[Li+].[H-].[H-].[H-].O1CCC[CH2:8]1.[CH2:12]([NH2:19])[C:13]1[CH:18]=[CH:17][CH:16]=[CH:15][CH:14]=1.C(O[C:23](=[O:40])[CH:24]([OH:39])[C@@H:25]([NH:28][C:29]([O:31][CH2:32][C:33]1[CH:38]=[CH:37][CH:36]=[CH:35][CH:34]=1)=[O:30])[CH2:26][CH3:27])C>O>[CH2:12]([NH:19][C:23](=[O:40])[CH:24]([OH:39])[C@@H:25]([NH:28][C:29]([O:31][CH2:32][C:33]1[CH:34]=[CH:35][CH:36]=[CH:37][CH:38]=1)=[O:30])[CH:26]([CH3:27])[CH3:8])[C:13]1[CH:18]=[CH:17][CH:16]=[CH:15][CH:14]=1 |f:0.1.2.3.4.5|. The product is C(C1=CC=CC=C1)NC(C([C@H](C(C)C)NC(=O)OCC1=CC=CC=C1)O)=O ((1S)-3-benzylamino-1-benzyloxycarbonylamino-1-isopropyl-2-hydroxy-3-oxopropane). Reported procedure: A suspension containing lithium aluminum hydride (1.2 g) and tetrahydrofuran (200 ml) is stirred under reflux for 1.5 hour. The reaction solution is cooled to room temperature, and thereto is added dropwise benzylamine (17.3 g). Then, to the mixture is added dropwise tetrahydrofuran (150 ml) containing (3S)-3-benzyloxycarbonylamino-2-hydroxy-4-methylbutyric acid ethyl ester (10 g), and the mixture is stirred at room temperature for 12 hours. Water is carefully added to the reaction solution, and... Reactants: Cl (HCl), C1(=C(C(=CC(=C1)C)C)CC(=O)Cl)C (mesitylacetyl chloride), C(C)(C)N(CC)C(C)C (diisopropylethylamine), Cl.NC(CC(=O)OCC)C1=CC(=CC=C1)[N+](=O)[O-] (Ethyl 3-amino-3-(3-nitrophenyl)-propionate hydrochloride). The solvent is O1CCOCC1 (dioxane), O (water). Conditions: temperature 0 celsius, time 1 hour. Yields the product CC(C(=O)NC(CC(=O)OCC)C1=CC(=CC=C1)[N+](=O)[O-])C1=CC=C(C=C1C)C (Ethyl 3-(2,4,6-trimethylphenylacetylamino)-3-(3-nitrophenyl)-propionate). The yield is 83.0%. Reaction SMILES: [C:1]1([CH3:13])[CH:6]=[C:5]([CH3:7])[CH:4]=[C:3](C)[C:2]=1[CH2:9][C:10](Cl)=[O:11].[CH:14](N(C(C)C)CC)(C)C.Cl.[NH2:24][CH:25]([C:32]1[CH:37]=[CH:36][CH:35]=[C:34]([N+:38]([O-:40])=[O:39])[CH:33]=1)[CH2:26][C:27]([O:29][CH2:30][CH3:31])=[O:28].Cl>O1CCOCC1.O>[CH3:14][CH:9]([C:2]1[C:1]([CH3:13])=[CH:6][C:5]([CH3:7])=[CH:4][CH:3]=1)[C:10]([NH:24][CH:25]([C:32]1[CH:37]=[CH:36][CH:35]=[C:34]([N+:38]([O-:40])=[O:39])[CH:33]=1)[CH2:26][C:27]([O:29][CH2:30][CH3:31])=[O:28])=[O:11] |f:2.3|. Reported procedure: 3.57 g of mesitylacetyl chloride and 5.27 g of diisopropylethylamine were added at 0° C. to a solution of 5.0 g of (1b) in 50 ml of dioxane. The reaction mixture was stirred at 0° C. for 1 h, and was then allowed to warm to room temperature. The solution was added to water and acidified with 1N HCl, extracted with dichloromethane, dried over MgSO4 and concentrated. Chromatographic purification on silica gel (dichloromethane/methanol=20:1) afforded a white solid (yield: 6.0 g). Reactants: O=C1CC23C=CC=CC2=CC1=C3, C1CCNCC1, Cc1ccccc1, Cc1ccc(S(=O)(=O)O)cc1. The product is C1=CC2=CC3=CC2(C=C1)C=C3N1CCCCC1. As a reaction SMILES: [C:1]123[CH2:2][C:3](=[O:12])[C:4](=[CH:11]1)[CH:5]=[C:6]2[CH:7]=[CH:8][CH:9]=[CH:10]3.[CH2:13]1[CH2:14][CH2:15][NH:16][CH2:17][CH2:18]1.[CH3:30][c:31]1[cH:32][cH:33][cH:34][cH:35][cH:36]1.[c:19]1([CH3:20])[cH:21][cH:22][c:23]([S:24]([OH:25])(=[O:26])=[O:27])[cH:28][cH:29]1>>[C:1]123[CH:2]=[C:3]([N:16]4[CH2:15][CH2:14][CH2:13][CH2:18][CH2:17]4)[C:4](=[CH:11]1)[CH:5]=[C:6]2[CH:7]=[CH:8][CH:9]=[CH:10]3.